From a dataset of the Open Reaction Database (ORD), a public repository of structured organic reaction records. describe an organic reaction: reactants, conditions, products, and yield Reactants: IC1=C(C(=O)O)C=CC=C1 (2-iodobenzoic acid), NC1=CC=NN1CC1=CC=CC=C1 (5-amino-1-phenylmethylpyrazole), CN(C)C=O (DMF), C([O-])([O-])=O.[K+].[K+] (potassium carbonate). The reagents and catalysts are CC(=O)[O-].CC(=O)[O-].[Cu+2] (Cu(OAc)2). Run in O (water), C(C)(=O)O (acetic acid). Yields the product C1(=CC=CC=C1)CN1N=CC=C1NC=1C(C(=O)O)=CC=CC1 (N-(1-phenylmethylpyrazol-5-yl) anthranilic acid). RXN SMILES: I[C:2]1[CH:10]=[CH:9][CH:8]=[CH:7][C:3]=1[C:4]([OH:6])=[O:5].[NH2:11][C:12]1[N:16]([CH2:17][C:18]2[CH:23]=[CH:22][CH:21]=[CH:20][CH:19]=2)[N:15]=[CH:14][CH:13]=1.CN(C=O)C.C(=O)([O-])[O-].[K+].[K+]>CC([O-])=O.CC([O-])=O.[Cu+2].C(O)(=O)C.O>[C:18]1([CH2:17][N:16]2[C:12]([NH:11][C:2]3[C:3](=[CH:7][CH:8]=[CH:9][CH:10]=3)[C:4]([OH:6])=[O:5])=[CH:13][CH:14]=[N:15]2)[CH:19]=[CH:20][CH:21]=[CH:22][CH:23]=1 |f:3.4.5,6.7.8|. Procedure: A mixture of 2-iodobenzoic acid (14 g, 0.057 mol), 5-amino-1-phenylmethylpyrazole (9.8 g, 0.057 mol), DMF (140 ml), potassium carbonate (8.3 g) and Cu(OAc)2 (0.1 g) was refluxed for about 2 days. The reaction mixture was poured into water, acidified with acetic acid to a pH of 5 and then the solid which formed was collected by filtration, washed with water, then ether and then was dried to afford N-(1-phenylmethylpyrazol-5-yl) anthranilic acid, m.p. 190° C. Yields the product N[C@@H](CCC(=O)N[C@@H](CSC(C)=O)C(=O)NCC(=O)O)C(=O)O (γ-L-glutamyl-S-acetyl-L-cysteinyl-glycine). Procedure: Using in the procedure of Example 1 acetyl chloride, in place of pivaloyl chloride, L-glutathione reduced (15.4 g) provides, after usual work-up, a crude white solid which is dissolved in warm acetone/water (2/1; 40° C.; 300 ml). The obtained solution is further diluted with more acetone (100 ml) and cooled on ice-water bath. After about two hours the white crystalline precipitate is collected, washed with the solvent (40 ml) and dried under vacuum affording γ-L-glutamyl-S-acetyl-L-cysteinyl-gly... Reactants: C(C)(=O)Cl (acetyl chloride), C(C(C)(C)C)(=O)Cl (pivaloyl chloride), C(CC(=O)N[C@@H](CS)C(=O)NCC(=O)O)[C@@H](C(=O)O)N (L-glutathione reduced). RXN SMILES: [C:1](Cl)(=[O:3])[CH3:2].C(Cl)(=O)C(C)(C)C.[CH2:12]([C@H:27]([NH2:31])[C:28]([OH:30])=[O:29])[CH2:13][C:14]([NH:16][C@H:17]([C:20]([NH:22][CH2:23][C:24]([OH:26])=[O:25])=[O:21])[CH2:18][SH:19])=[O:15]>CC(C)=O.O.CC(C)=O>[NH2:31][C@H:27]([C:28]([OH:30])=[O:29])[CH2:12][CH2:13][C:14]([NH:16][C@H:17]([C:20]([NH:22][CH2:23][C:24]([OH:26])=[O:25])=[O:21])[CH2:18][S:19][C:1](=[O:3])[CH3:2])=[O:15] |f:3.4|. Run in CC(=O)C.O (acetone water), CC(=O)C (acetone). Isolated yield 85.0%. Reaction SMILES: [C:8](#[N:9])[c:10]1[cH:11][cH:12][c:13]([O:14][c:15]2[cH:16][c:17]([NH2:18])[cH:19][cH:20][cH:21]2)[cH:22][cH:23]1.[Cl:24][CH2:25][Cl:26].[OH:1][C:2]([C:3]([F:4])([F:5])[F:6])=[O:7]>>[CH3:2][NH:18][c:17]1[cH:16][c:15]([O:14][c:13]2[cH:12][cH:11][c:10]([C:8]#[N:9])[cH:23][cH:22]2)[cH:21][cH:20][cH:19]1. Reactants: N#Cc1ccc(Oc2cccc(N)c2)cc1, ClCCl, O=C(O)C(F)(F)F. Yields the product CNc1cccc(Oc2ccc(C#N)cc2)c1. Reactants: CC(C)c1ccc(C(CO)c2cc(Br)ccc2O)cc1, CO. The product is CC(C)c1ccc(C2COc3ccc(Br)cc32)cc1. As a reaction SMILES: [Br:1][c:2]1[cH:3][c:4]([CH:9]([CH2:10][OH:11])[c:12]2[cH:13][cH:14][c:15]([CH:18]([CH3:19])[CH3:20])[cH:16][cH:17]2)[c:5]([OH:8])[cH:6][cH:7]1.[CH3:21][OH:22]>>[Br:1][c:2]1[cH:3][c:4]2[c:5]([cH:6][cH:7]1)[O:11][CH2:10][CH:9]2[c:12]1[cH:13][cH:14][c:15]([CH:18]([CH3:19])[CH3:20])[cH:16][cH:17]1. Reactants: CCOC(=O)CC1Cc2ccc(OCCCNc3cc(OCC)ccn3)cc2Cc2ccccc21, CCO, [Na+], [OH-]. Product: CCOc1ccnc(NCCCOc2ccc3c(c2)Cc2ccccc2C(CC(=O)O)C3)c1. Reaction SMILES: [CH2:3]([CH3:4])[O:5][c:6]1[cH:7][c:8]([NH:12][CH2:13][CH2:14][CH2:15][O:16][c:17]2[cH:18][cH:19][c:20]3[c:21]([cH:37]2)[CH2:22][c:23]2[c:24]([cH:33][cH:34][cH:35][cH:36]2)[CH:25]([CH2:27][C:28](=[O:29])[O:30][CH2:31][CH3:32])[CH2:26]3)[n:9][cH:10][cH:11]1.[CH3:38][CH2:39][OH:40].[Na+:2].[OH-:1]>>[CH2:3]([CH3:4])[O:5][c:6]1[cH:7][c:8]([NH:12][CH2:13][CH2:14][CH2:15][O:16][c:17]2[cH:18][cH:19][c:20]3[c:21]([cH:37]2)[CH2:22][c:23]2[c:24]([cH:33][cH:34][cH:35][cH:36]2)[CH:25]([CH2:27][C:28](=[O:29])[OH:30])[CH2:26]3)[n:9][cH:10][cH:11]1.